Task: describe an organic reaction: reactants, conditions, products, and yield. Dataset: the Open Reaction Database (ORD), a public repository of structured organic reaction records Reactants: N (ammonia), C(#N)[BH3-].[Na+] (sodium cyanoborohydride), FC1=C2C=C(NC2=CC=C1)C (4-fluoro-2-methylindole), O (water). Solvent: C(C)(=O)O (acetic acid). Conditions: temperature 14 celsius, time 2 hour. Yields the product FC1=C2CC(NC2=CC=C1)C (4-fluoro-2-methyl-2,3-dihydro-1H-indole). Yield: 75.3%. RXN SMILES: C([BH3-])#N.[Na+].[F:5][C:6]1[CH:14]=[CH:13][CH:12]=[C:11]2[C:7]=1[CH:8]=[C:9]([CH3:15])[NH:10]2.O.N>C(O)(=O)C>[F:5][C:6]1[CH:14]=[CH:13][CH:12]=[C:11]2[C:7]=1[CH2:8][CH:9]([CH3:15])[NH:10]2 |f:0.1|. Procedure: 3.63 g of sodium cyanoborohydride are gradually added to a solution of 2.87 g of 4-fluoro-2-methylindole in 98 ml of acetic acid under argon cooled to a temperature of about 14° C. The reaction mixture is left to warm up to ambient temperature. After 2 hours, the reaction mixture is poured into a mixture of water and ice, and is then treated with a 28% aqueous ammonia solution until the pH is 9. The mixture is then extracted twice with dichloromethane. The organic phases are combined, dried over...